Dataset: the Open Reaction Database (ORD), a public repository of structured organic reaction records. Task: describe an organic reaction: reactants, conditions, products, and yield Starting materials: ClC1=C(C=CC(=C1)N1CCCC1)CN1CCN(CC1)C(=O)OC(C)(C)C (tert-butyl 4-[[2-chloro-4-(pyrrolidin-1-yl)phenyl]methyl]piperazine-1-carboxylate), FC(C(=O)O)(F)F (Trifluoroacetic acid). The solvent is ClCCl (dichloromethane). Reaction conditions: time 8 hour. Product: ClC1=C(C=CC(=C1)N1CCCC1)CN1CCNCC1 (1-[[2-chloro-4-(pyrrolidin-1-yl)phenyl]methyl]piperazine). The yield is 80.5%. As a reaction SMILES: [Cl:1][C:2]1[CH:7]=[C:6]([N:8]2[CH2:12][CH2:11][CH2:10][CH2:9]2)[CH:5]=[CH:4][C:3]=1[CH2:13][N:14]1[CH2:19][CH2:18][N:17](C(OC(C)(C)C)=O)[CH2:16][CH2:15]1.FC(F)(F)C(O)=O>ClCCl>[Cl:1][C:2]1[CH:7]=[C:6]([N:8]2[CH2:12][CH2:11][CH2:10][CH2:9]2)[CH:5]=[CH:4][C:3]=1[CH2:13][N:14]1[CH2:15][CH2:16][NH:17][CH2:18][CH2:19]1. Procedure: A 50 mL round-bottom flask was charged with tert-butyl 4-[[2-chloro-4-(pyrrolidin-1-yl)phenyl]methyl]piperazine-1-carboxylate (0.270 g, 0.710 mmol, 1.00 equiv), dichloromethane (10 mL). Trifluoroacetic acid (3.00 g, 26.3 mmol, 37.00 equiv) was added at 0° C. The resulting solution was stirred overnight at room temperature and concentrated under reduced pressure to yield 0.160 g (crude) of 1-[[2-chloro-4-(pyrrolidin-1-yl)phenyl]methyl]piperazine as yellow oil. LCMS (ESI, m/z): 280 [M+H]+. The reactants are CCC(C)=O, [Cl-], CC12CC(c3ccc(CCCl)cc3)C3c4ccc(O)cc4CCC3C1CCC2O, [I-], [Na+], [Na+]. Product: CC12CC(c3ccc(CCI)cc3)C3c4ccc(O)cc4CCC3C1CCC2O. As a reaction SMILES: [CH2:34]([C:35]([CH3:36])=[O:37])[CH3:38].[Cl-:33].[Cl:1][CH2:2][CH2:3][c:4]1[cH:5][cH:6][c:7]([CH:10]2[CH:11]3[c:12]4[cH:13][cH:14][c:15]([OH:29])[cH:16][c:17]4[CH2:18][CH2:19][CH:20]3[CH:21]3[CH2:22][CH2:23][CH:24]([OH:28])[C:25]3([CH3:26])[CH2:27]2)[cH:8][cH:9]1.[I-:31].[Na+:30].[Na+:32]>>[CH2:2]([CH2:3][c:4]1[cH:5][cH:6][c:7]([CH:10]2[CH:11]3[c:12]4[cH:13][cH:14][c:15]([OH:29])[cH:16][c:17]4[CH2:18][CH2:19][CH:20]3[CH:21]3[CH2:22][CH2:23][CH:24]([OH:28])[C:25]3([CH3:26])[CH2:27]2)[cH:8][cH:9]1)[I:31].